From a dataset of the Open Reaction Database (ORD), a public repository of structured organic reaction records. describe an organic reaction: reactants, conditions, products, and yield Reactants: ClC1=C(C(=CC(=C1)[N+](=O)[O-])F)O (2-chloro-6-fluoro-4-nitrophenol), NC1=C(C=C(C=C1)O)F (4-amino-3-fluorophenol). Product: NC1=CC(=C(C(=C1)F)O)Cl (4-amino-2-chloro-6-fluorophenol). The yield is 31.0%. Reaction SMILES: [Cl:1][C:2]1[CH:7]=[C:6]([N+:8]([O-])=O)[CH:5]=[C:4]([F:11])[C:3]=1[OH:12].NC1C=CC(O)=CC=1F>>[NH2:8][C:6]1[CH:5]=[C:4]([F:11])[C:3]([OH:12])=[C:2]([Cl:1])[CH:7]=1. Procedure: This compound was prepared from 2-chloro-6-fluoro-4-nitrophenol (1.3 g, 6.79 mmol) in the manner described for 4-amino-3-fluorophenol, affording 0.34 g (40%) of 4-amino-2-chloro-6-fluorophenol. 1H-NMR (DMSO-d6) δ 4.99 (s, 2H), 6.29-6.36 (m, 2H), 8.85 (s, 1H). Reactants: N=1C(=CN2C1N=CC=C2)CCOC2=CC1=C(CC(C(N(C1)CC(F)(F)F)=O)CC(=O)OCC)C=C2 (ethyl 8-[2-(imidazo[1,2-a]pyrimidin-2-yl)ethoxy]-3-oxo-2-(2,2,2-trifluoroethyl)-2,3,4,5-tetra-hydro-1H-2-benzazepin-4-acetate), Cl.C(C)O (hydrogen chloride ethanol). The reagents and catalysts are [C].[Pd] (palladium carbon). Run in C(C)O (ethanol). Run at time 1 hour. The product is Cl.O=C1N(CC2=C(CC1CC(=O)OCC)C=CC(=C2)OCCC=2N=C1N(CCCN1)C2)CC(F)(F)F (Ethyl 3-oxo-8-[2-(5,6,7,8-tetrahydroimidazo[1,2-a]pyrimidin-2-yl)ethoxy]-2-(2,2,2-trifluoroethyl)-2,3,4,5-tetrahydro-1H-2-benzazepin-4-acetate hydrochloride). Reaction SMILES: [N:1]1[C:2]([CH2:10][CH2:11][O:12][C:13]2[CH:35]=[CH:34][C:16]3[CH2:17][CH:18]([CH2:28][C:29]([O:31][CH2:32][CH3:33])=[O:30])[C:19](=[O:27])[N:20]([CH2:22][C:23]([F:26])([F:25])[F:24])[CH2:21][C:15]=3[CH:14]=2)=[CH:3][N:4]2[CH:9]=[CH:8][CH:7]=[N:6][C:5]=12.[ClH:36].C(O)C>[C].[Pd].C(O)C>[ClH:36].[O:27]=[C:19]1[CH:18]([CH2:28][C:29]([O:31][CH2:32][CH3:33])=[O:30])[CH2:17][C:16]2[CH:34]=[CH:35][C:13]([O:12][CH2:11][CH2:10][C:2]3[N:1]=[C:5]4[NH:6][CH2:7][CH2:8][CH2:9][N:4]4[CH:3]=3)=[CH:14][C:15]=2[CH2:21][N:20]1[CH2:22][C:23]([F:26])([F:25])[F:24] |f:1.2,3.4,6.7|. Procedure: To 11 mL of an ethanol solution containing 0.28 g (0.57 mmol) of ethyl 8-[2-(imidazo[1,2-a]pyrimidin-2-yl)ethoxy]-3-oxo-2-(2,2,2-trifluoroethyl)-2,3,4,5-tetra-hydro-1H-2-benzazepin-4-acetate obtained in Example 1-(c) were added 5.5 mL of 3.2M hydrogen chloride/ethanol solution and 0.14 g of 10% palladium carbon, and the mixture was stirred under hydrogen atmosphere at room temperature for 1 hour. The reactants are C1CCOC1, CO, Cl, [H][H], [Li+], Cc1cc(CC(OC(=O)N2CCC(N3CCc4ccccc4NC3=O)CC2)C(=O)O)cc(Cl)c1OCc1ccccc1, [OH-], O, [Rh]. Product: Cc1cc(CC(OC(=O)N2CCC(N3CCc4ccccc4NC3=O)CC2)C(=O)O)cc(Cl)c1O. Reaction SMILES: [CH2:52]1[O:53][CH2:54][CH2:55][CH2:56]1.[CH3:48][OH:49].[ClH:47].[H:43][H:44].[Li+:46].[O:1]=[C:2]1[NH:3][c:4]2[c:5]([cH:39][cH:40][cH:41][cH:42]2)[CH2:6][CH2:7][N:8]1[CH:9]1[CH2:10][CH2:11][N:12]([C:15](=[O:16])[O:17][CH:18]([CH2:19][c:20]2[cH:21][c:22]([Cl:35])[c:23]([O:27][CH2:28][c:29]3[cH:30][cH:31][cH:32][cH:33][cH:34]3)[c:24]([CH3:26])[cH:25]2)[C:36](=[O:37])[OH:38])[CH2:13][CH2:14]1.[OH-:45].[OH2:50].[Rh:51]>>[O:1]=[C:2]1[NH:3][c:4]2[c:5]([cH:39][cH:40][cH:41][cH:42]2)[CH2:6][CH2:7][N:8]1[CH:9]1[CH2:10][CH2:11][N:12]([C:15](=[O:16])[O:17][CH:18]([CH2:19][c:20]2[cH:21][c:22]([Cl:35])[c:23]([OH:27])[c:24]([CH3:26])[cH:25]2)[C:36](=[O:37])[OH:38])[CH2:13][CH2:14]1. The reactants are c1ccc2c(c1)OCCOCCOc1ccccc1OCCOCCO2, ClCCl, CC#N, [F-], [K+], O=C1OC(=O)c2cc([N+](=O)[O-])ccc21. Yields the product O=C1OC(=O)c2cc(F)ccc21. As a reaction SMILES: [CH2:3]1[O:4][CH2:5][CH2:6][O:7][c:8]2[c:9]([cH:10][cH:11][cH:12][cH:13]2)[O:14][CH2:15][CH2:16][O:17][CH2:18][CH2:19][O:20][c:21]2[c:22]([cH:23][cH:24][cH:25][cH:26]2)[O:27][CH2:28]1.[CH2:46]([Cl:47])[Cl:48].[CH3:29][C:30]#[N:31].[F-:1].[K+:2].[N+:32]([O-:33])(=[O:34])[c:35]1[cH:36][c:37]2[c:38]([cH:44][cH:45]1)[C:39](=[O:40])[O:41][C:42]2=[O:43]>>[F:1][c:35]1[cH:36][c:37]2[c:38]([cH:44][cH:45]1)[C:39](=[O:40])[O:41][C:42]2=[O:43]. The reactants are C(C)OC(C(CCCCCC)OC1=CC=C(C=C1)C1=CCCCCC1)=O (α-[p-(1-cycloheptenyl)-phenoxy]-octanoic acid ethyl ester), CCCCCC (hexane), [OH-].[Na+] (sodium hydroxide). Solvent: C(C)O (ethanol). Yields the product C1(=CCCCCC1)C1=CC=C(OC(C(=O)O)CCCCCC)C=C1 (α-[p-(1-cycloheptenyl)-phenoxy]-octanoic acid). Reaction SMILES: C([O:3][C:4](=[O:26])[CH:5]([O:12][C:13]1[CH:18]=[CH:17][C:16]([C:19]2[CH2:25][CH2:24][CH2:23][CH2:22][CH2:21][CH:20]=2)=[CH:15][CH:14]=1)[CH2:6][CH2:7][CH2:8][CH2:9][CH2:10][CH3:11])C.[OH-].[Na+].CCCCCC>C(O)C>[C:19]1([C:16]2[CH:15]=[CH:14][C:13]([O:12][CH:5]([CH2:6][CH2:7][CH2:8][CH2:9][CH2:10][CH3:11])[C:4]([OH:26])=[O:3])=[CH:18][CH:17]=2)[CH2:25][CH2:24][CH2:23][CH2:22][CH2:21][CH:20]=1 |f:1.2|. Reported procedure: Analogously to the process described in Example 2, 13 g of α-[p-(1-cycloheptenyl)-phenoxy]-octanoic acid ethyl ester, on alkaline saponification with 27 ml of 2 N sodium hydroxide solution in 130 ml of ethanol, give α-[p-(1-cycloheptenyl)-phenoxy]-octanoic acid of melting point 59°-60° C (from cold hexane). Reaction conditions: temperature 90 celsius, time 24 hour. Reaction SMILES: [Br:1][C:2]1[CH:7]=[CH:6][C:5]([OH:8])=[C:4]([Cl:9])[CH:3]=1.C(=O)([O-])[O-].[K+].[K+].[I-].[Na+].Cl[CH2:19][CH2:20][O:21][CH2:22][CH2:23][CH3:24]>CN(C=O)C.O>[Br:1][C:2]1[CH:7]=[CH:6][C:5]([O:8][CH2:19][CH2:20][O:21][CH2:22][CH2:23][CH3:24])=[C:4]([Cl:9])[CH:3]=1 |f:1.2.3,4.5|. Reactants: BrC1=CC(=C(C=C1)O)Cl (4-bromo-2-chlorophenol), C([O-])([O-])=O.[K+].[K+] (potassium carbonate), [I-].[Na+] (sodium iodide), ClCCOCCC (2-chloroethylpropylether). Procedure: To a solution of 4-bromo-2-chlorophenol (10 g) in DMF (200 ml) were added at room temperature potassium carbonate (9.99 g), sodium iodide (7.95 g) and 2-chloroethylpropylether (6.7 ml), and the mixture was stirred at 90° C. for 24 hours. To the mixture was added water, and the mixture was extracted with hexane. The organic layer was washed with water, 1N sodium hydroxide solution and saturated brine, dried with magnesium sulfate and concentrated under reduced pressure to give pale yellow oil of ... The solvent is O (water), CN(C)C=O (DMF). The product is BrC1=CC(=C(C=C1)OCCOCCC)Cl (4-bromo-2-chloro-1-(2-propoxyethoxy)benzene). Reactants: C1CCOC1, [Li+], [OH-], CCOC(=O)C1CN(C(=O)OC(C)(C)C)Cc2c[nH]nc21. The product is CC(C)(C)OC(=O)N1Cc2c[nH]nc2C(C(=O)O)C1. As a reaction SMILES: [CH2:24]1[O:25][CH2:26][CH2:27][CH2:28]1.[Li+:23].[OH-:22].[n:1]1[nH:2][cH:3][c:4]2[c:9]1[CH:8]([C:10](=[O:11])[O:12][CH2:13][CH3:14])[CH2:7][N:6]([C:15](=[O:16])[O:17][C:18]([CH3:19])([CH3:20])[CH3:21])[CH2:5]2>>[n:1]1[nH:2][cH:3][c:4]2[c:9]1[CH:8]([C:10](=[O:11])[OH:12])[CH2:7][N:6]([C:15](=[O:16])[O:17][C:18]([CH3:19])([CH3:20])[CH3:21])[CH2:5]2. Starting materials: N1=CC=C(C=C1)CO (pyridine-4-methanol), BrC=1C(=NC=C(N1)C)NS(=O)(=O)C1=C(C(=CC=C1)Cl)Cl (N-(3-bromo-5-methyl-2-pyrazinyl)-2,3-dichlorobenzenesulphonamide). Product: ClC1=C(C=CC=C1Cl)S(=O)(=O)NC1=NC=C(N=C1OCC1=CC=NC=C1)C (2,3-Dichloro-N-[5-m ethyl-3-(4-pyridinylmethoxy)-2-pyrazinyl]benzenesulphonamide). RXN SMILES: [N:1]1[CH:6]=[CH:5][C:4]([CH2:7][OH:8])=[CH:3][CH:2]=1.Br[C:10]1[C:11]([NH:17][S:18]([C:21]2[CH:26]=[CH:25][CH:24]=[C:23]([Cl:27])[C:22]=2[Cl:28])(=[O:20])=[O:19])=[N:12][CH:13]=[C:14]([CH3:16])[N:15]=1>>[Cl:28][C:22]1[C:23]([Cl:27])=[CH:24][CH:25]=[CH:26][C:21]=1[S:18]([NH:17][C:11]1[C:10]([O:8][CH2:7][C:4]2[CH:5]=[CH:6][N:1]=[CH:2][CH:3]=2)=[N:15][C:14]([CH3:16])=[CH:13][N:12]=1)(=[O:19])=[O:20]. Procedure: Prepared by the method of Example 20 using pyridine-4-methanol (0.05 g) and N-(3-bromo-5-methyl-2-pyrazinyl)-2,3-dichlorobenzenesulphonamide (0.1 g). Yield 0.009 g. Reactants: O (water), C(C1=CC=CC=C1)Br (benzylbromide), OC=1C=C(C(=O)O)C=CC1Cl (3-hydroxy-4-chloro-benzoic acid), C([O-])([O-])=O.[K+].[K+] (potassium carbonate). Run in CN(C=O)C (N,N-dimethylformamide). Reaction conditions: time 8 hour. Yields the product C(C1=CC=CC=C1)OC=1C=C(C(=O)O)C=CC1Cl (3-benzyloxy-4-chloro-benzoic acid). RXN SMILES: [CH2:1](Br)[C:2]1[CH:7]=[CH:6][CH:5]=[CH:4][CH:3]=1.[OH:9][C:10]1[CH:11]=[C:12]([CH:16]=[CH:17][C:18]=1[Cl:19])[C:13]([OH:15])=[O:14].C(=O)([O-])[O-].[K+].[K+].O>CN(C)C=O>[CH2:1]([O:9][C:10]1[CH:11]=[C:12]([CH:16]=[CH:17][C:18]=1[Cl:19])[C:13]([OH:15])=[O:14])[C:2]1[CH:7]=[CH:6][CH:5]=[CH:4][CH:3]=1 |f:2.3.4|. Procedure: 2.67 ml benzylbromide are added dropwise to 1.73 g 3-hydroxy-4-chloro-benzoic acid and 3.04 g potassium carbonate in 10 ml N,N-dimethylformamide, and the reaction mixture is stirred overnight at ambient temperature. Then the reaction mixture is mixed with water and extracted with ethyl acetate. The combined organic phases are dried on magnesium sulphate and evaporated down. The flask residue is taken up in 5 ml of methanol, combined with 3 ml of 10 M aqueous potassium hydroxide solution and stir...